From a dataset of the Open Reaction Database (ORD), a public repository of structured organic reaction records. describe an organic reaction: reactants, conditions, products, and yield The reactants are CC(=O)O, [Cl-], FC(F)(F)c1cc(Cl)c(Nc2ccccc2)c(Cl)c1, Cl, O=N[O-], N, [Na+], O=S(=O)(O)O. Product: NNc1c(Cl)cc(C(F)(F)F)cc1Cl. RXN SMILES: [CH3:26][C:27](=[O:28])[OH:29].[Cl-:24].[Cl:1][c:2]1[c:3]([NH:13][c:14]2[cH:15][cH:16][cH:17][cH:18][cH:19]2)[c:4]([Cl:12])[cH:5][c:6]([C:8]([F:9])([F:10])[F:11])[cH:7]1.[ClH:35].[N:20]([O-:21])=[O:22].[NH3:25].[Na+:23].[S:30](=[O:31])(=[O:32])([OH:33])[OH:34]>>[Cl:1][c:2]1[c:3]([NH:13][NH2:20])[c:4]([Cl:12])[cH:5][c:6]([C:8]([F:9])([F:10])[F:11])[cH:7]1. Starting materials: C(C)(=O)OC1=CC=CC2=C1C(=C(O2)C(=O)OCC2=CC=C(C=C2)Cl)C (4-Chlorobenzyl 4-acetoxy-3-methylbenzofuran-2-carboxylate), Cl (HCl). Reagents/catalysts: C(=O)([O-])[O-].[K+].[K+] (K2CO3). The solvent is CO (MeOH), O (H2O). Reaction conditions: time 8 hour. Yields the product OC1=CC=CC2=C1C(=C(O2)C(=O)OCC2=CC=C(C=C2)Cl)C (4-Chlorobenzyl 4-hydroxy-3-methylbenzofuran-2-carboxylate). Isolated yield 96.0%. RXN SMILES: C([O:4][C:5]1[C:10]2[C:11]([CH3:25])=[C:12]([C:14]([O:16][CH2:17][C:18]3[CH:23]=[CH:22][C:21]([Cl:24])=[CH:20][CH:19]=3)=[O:15])[O:13][C:9]=2[CH:8]=[CH:7][CH:6]=1)(=O)C.Cl>CO.C([O-])([O-])=O.[K+].[K+].O>[OH:4][C:5]1[C:10]2[C:11]([CH3:25])=[C:12]([C:14]([O:16][CH2:17][C:18]3[CH:19]=[CH:20][C:21]([Cl:24])=[CH:22][CH:23]=3)=[O:15])[O:13][C:9]=2[CH:8]=[CH:7][CH:6]=1 |f:3.4.5|. Procedure: To the compound of Example 124 (0.2 g, 0.55 mmoles) dissolved in MeOH (10 ml) was added 2-3 drops K2CO3 10% w/v in H2O and the reaction mixture was stirred at 25° overnight. HCl (0.1N, 20 ml) was added and the mixture was filtered. The solid was air dried to give 0.170 g or 96% of the title compound, m.p. 202°-204° C.